This data is from the Open Reaction Database (ORD), a public repository of structured organic reaction records. The task is: describe an organic reaction: reactants, conditions, products, and yield Reactants: NCC=1C=NC=CC1 (3-aminomethylpyridine), ClC1=C2C(=NC=C1)C=C(S2)C(=O)[O-].[Li+] (lithium 7-chloro-thieno[3,2-b]pyridine-2-carboxylate). The product is N1=CC(=CC=C1)CNC(=O)C1=CC2=NC=CC(=C2S1)Cl (7-Chloro-thieno[3,2-b]pyridine-2-carboxylic acid (pyridin-3-ylmethyl)-amide). As a reaction SMILES: [NH2:1][CH2:2][C:3]1[CH:4]=[N:5][CH:6]=[CH:7][CH:8]=1.[Cl:9][C:10]1[CH:15]=[CH:14][N:13]=[C:12]2[CH:16]=[C:17]([C:19]([O-])=[O:20])[S:18][C:11]=12.[Li+]>>[N:5]1[CH:6]=[CH:7][CH:8]=[C:3]([CH2:2][NH:1][C:19]([C:17]2[S:18][C:11]3[C:12](=[N:13][CH:14]=[CH:15][C:10]=3[Cl:9])[CH:16]=2)=[O:20])[CH:4]=1 |f:1.2|. Reported procedure: The title compound was prepared from 3-aminomethylpyridine and lithium 7-chloro-thieno[3,2-b]pyridine-2-carboxylate by a procedure analogous to Example 1B. MS: n.d.; HPLC Rf: n.d.; HPLC purity: n.d.